Task: describe an organic reaction: reactants, conditions, products, and yield. Dataset: the Open Reaction Database (ORD), a public repository of structured organic reaction records The reactants are Cl.C(C)N(CC)CC1C(C2=CC=CC=C2CC1)=O (2-[(Diethylamino)methyl]-3,4-dihydro-1 (2H)-naphthalenone, hydrochloride), C1(=CC=CC=C1)N1CNC(C12CCNCC2)=O (1-phenyl-1,3,8-triazaspiro-[4.5]decan-4-one). Solvent: CO (methanol). Conditions: time 16 hour. The product is C1(=CC=CC=C1)N1CNC(C12CCN(CC2)CC2C(C1=CC=CC=C1CC2)=O)=O (1-Phenyl-8-[(1,2,3,4-tetrahydro-1-oxo-2-naphthalenyl)methyl]-1,3,8-triazaspiro[4.5]-decan-4-one). Isolated yield 85.1%. As a reaction SMILES: Cl.[CH2:2]([N:4]([CH2:7][CH:8]1[CH2:17][CH2:16][C:15]2[C:10](=[CH:11][CH:12]=[CH:13][CH:14]=2)[C:9]1=[O:18])[CH2:5][CH3:6])[CH3:3].[C:19]1([N:25]2[C:29]3(CCNCC3)[C:28](=[O:35])[NH:27][CH2:26]2)[CH:24]=[CH:23][CH:22]=[CH:21][CH:20]=1>CO>[C:19]1([N:25]2[C:29]3([CH2:6][CH2:5][N:4]([CH2:7][CH:8]4[CH2:17][CH2:16][C:15]5[C:10](=[CH:11][CH:12]=[CH:13][CH:14]=5)[C:9]4=[O:18])[CH2:2][CH2:3]3)[C:28](=[O:35])[NH:27][CH2:26]2)[CH:20]=[CH:21][CH:22]=[CH:23][CH:24]=1 |f:0.1|. Reported procedure: 2-[(Diethylamino)methyl]-3,4-dihydro-1 (2H)-naphthalenone, hydrochloride (6.93 g) and 1-phenyl-1,3,8-triazaspiro-[4.5]decan-4-one (6.0 g.) are dissolved in 75 ml of methanol by brief heating, followed by stirring at room temperature for 16 hours. The resulting precipitate is filtered, washed with ethanol and dried at 80° C under vacuum to yield 8.58 g of the title compound, melting point 170°-173° C. The reactants are CC1=C(C(=NO1)C1=CC=CC=C1)C=1N=CN(C1)C1=CC=C(C(=O)O)C=C1 (4-[4-(5-methyl-3-phenyl-isoxazol-4-yl)-imidazol-1-yl]-benzoic acid), N1(CCOCC1)CCCN (3-morpholin-4-yl-propylamine). Yields the product CC1=C(C(=NO1)C1=CC=CC=C1)C=1N=CN(C1)C1=CC=C(C(=O)NCCCN2CCOCC2)C=C1 (4-[4-(5-Methyl-3-phenyl-isoxazol-4-yl)-imidazol-1-yl]-N-(3-morpholin-4-yl-propyl)-benzamide). Yield: 10.0%. RXN SMILES: [CH3:1][C:2]1[O:6][N:5]=[C:4]([C:7]2[CH:12]=[CH:11][CH:10]=[CH:9][CH:8]=2)[C:3]=1[C:13]1[N:14]=[CH:15][N:16]([C:18]2[CH:26]=[CH:25][C:21]([C:22]([OH:24])=O)=[CH:20][CH:19]=2)[CH:17]=1.[N:27]1([CH2:33][CH2:34][CH2:35][NH2:36])[CH2:32][CH2:31][O:30][CH2:29][CH2:28]1>>[CH3:1][C:2]1[O:6][N:5]=[C:4]([C:7]2[CH:8]=[CH:9][CH:10]=[CH:11][CH:12]=2)[C:3]=1[C:13]1[N:14]=[CH:15][N:16]([C:18]2[CH:26]=[CH:25][C:21]([C:22]([NH:36][CH2:35][CH2:34][CH2:33][N:27]3[CH2:32][CH2:31][O:30][CH2:29][CH2:28]3)=[O:24])=[CH:20][CH:19]=2)[CH:17]=1. Procedure: As described for Example 71c, 4-[4-(5-methyl-3-phenyl-isoxazol-4-yl)-imidazol-1-yl]-benzoic acid (100 mg, 0.29 mmol) was converted, using 3-morpholin-4-yl-propylamine instead of cyclopropylmethylamine, to the title compound (13 mg, 10%) which was obtained as an off-white solid. MS: m/e=472.0 [M+H]+. Reactants: C1(=CC=CC=C1)P(C1=CC=CC=C1)C1=CC=CC=C1 (Triphenylphosphine), C(Cl)(Cl)(Cl)Cl (carbon tetrachloride), C1(=CC=CC=C1)P(C1=CC=CC=C1)C1=CC=CC=C1 (triphenylphosphine), OCC1=CC=C(C=C1)CCC=1N=C(SC1)NC(C)=O (N-(4-{2-[4-(hydroxymethyl)phenyl]ethyl}-1,3-thiazol-2-yl)acetamide). Solvent: ClCCl (dichloromethane). Conditions: time 22.5 hour. Product: ClCC1=CC=C(C=C1)CCC=1N=C(SC1)NC(C)=O (N-(4-{2-[4-(chloromethyl)phenyl]ethyl}-1,3-thiazol-2-yl)acetamide). Yield: 83.0%. RXN SMILES: O[CH2:2][C:3]1[CH:8]=[CH:7][C:6]([CH2:9][CH2:10][C:11]2[N:12]=[C:13]([NH:16][C:17](=[O:19])[CH3:18])[S:14][CH:15]=2)=[CH:5][CH:4]=1.C(Cl)(Cl)(Cl)[Cl:21].C1(P(C2C=CC=CC=2)C2C=CC=CC=2)C=CC=CC=1>ClCCl>[Cl:21][CH2:2][C:3]1[CH:8]=[CH:7][C:6]([CH2:9][CH2:10][C:11]2[N:12]=[C:13]([NH:16][C:17](=[O:19])[CH3:18])[S:14][CH:15]=2)=[CH:5][CH:4]=1. Reported procedure: To a suspension of N-(4-{2-[4-(hydroxymethyl)phenyl]ethyl}-1,3-thiazol-2-yl)acetamide (1.383 g, 5.005 mmol) in anhydrous dichloromethane (60 ml) were added carbon tetrachloride (5.8 ml, 60 mmol) and triphenylphosphine (1.574 g, 6.000 mmol), and the mixture was stirred at room temperature for 22.5 hr. Triphenylphosphine (786.0 mg, 2.997 mmol) was added, and the mixture was stirred at room temperature for 1.5 hr. The reaction mixture was concentrated under reduced pressure. The residue was purifie... Reactants: CC#CC1CN(S(=O)(=O)c2nnc(NC(C)=O)s2)CCN1c1ccc(C(O)(C(F)(F)F)C(F)(F)F)cc1, CO, Cl, C1COCCO1. The product is CC#CC1CN(S(=O)(=O)c2nnc(N)s2)CCN1c1ccc(C(O)(C(F)(F)F)C(F)(F)F)cc1. Reaction SMILES: [C:1](#[C:2][CH3:3])[CH:4]1[CH2:5][N:6]([S:26](=[O:27])(=[O:28])[c:29]2[n:30][n:31][c:32]([NH:34][C:35](=[O:36])[CH3:37])[s:33]2)[CH2:7][CH2:8][N:9]1[c:10]1[cH:11][cH:12][c:13]([C:16]([C:17]([F:18])([F:19])[F:20])([C:21]([F:22])([F:23])[F:24])[OH:25])[cH:14][cH:15]1.[CH3:45][OH:46].[ClH:38].[O:39]1[CH2:40][CH2:41][O:42][CH2:43][CH2:44]1>>[C:1](#[C:2][CH3:3])[CH:4]1[CH2:5][N:6]([S:26](=[O:27])(=[O:28])[c:29]2[n:30][n:31][c:32]([NH2:34])[s:33]2)[CH2:7][CH2:8][N:9]1[c:10]1[cH:11][cH:12][c:13]([C:16]([C:17]([F:18])([F:19])[F:20])([C:21]([F:22])([F:23])[F:24])[OH:25])[cH:14][cH:15]1. Reactants: BrCc1ccccc1, CCCC[N+](CCCC)(CCCC)CCCC, [F-], [Na+], O=C([O-])O, O=C(O)c1ccc(C(F)(F)F)cc1O. Product: O=C(OCc1ccccc1)c1ccc(C(F)(F)F)cc1O. As a reaction SMILES: [CH2:1]([c:2]1[cH:3][cH:4][cH:5][cH:6][cH:7]1)[Br:8].[CH2:29]([N+:30]([CH2:31][CH2:32][CH2:33][CH3:34])([CH2:35][CH2:36][CH2:37][CH3:38])[CH2:39][CH2:40][CH2:41][CH3:42])[CH2:43][CH2:44][CH3:45].[F-:28].[Na+:27].[O-:23][C:24]([OH:25])=[O:26].[OH:9][c:10]1[c:11]([C:12](=[O:13])[OH:14])[cH:15][cH:16][c:17]([C:19]([F:20])([F:21])[F:22])[cH:18]1>>[CH2:1]([c:2]1[cH:3][cH:4][cH:5][cH:6][cH:7]1)[O:14][C:12]([c:11]1[c:10]([OH:9])[cH:18][c:17]([C:19]([F:20])([F:21])[F:22])[cH:16][cH:15]1)=[O:13].